This data is from the Open Reaction Database (ORD), a public repository of structured organic reaction records. The task is: describe an organic reaction: reactants, conditions, products, and yield The reactants are ClC(=O)OCC(C)C (Isobutyl chloroformate), CN1CCOCC1 (N-methylmorpholine), ice, C(C=C)C(C#CC(=O)O)(N)C (allyl-methyl-amino-but-2-ynoic acid), BrC=1C=C(C=CC1)NC1=NC=NC2=CC=C(C=C12)N (N-(3-bromophenyl)-4,6-quinazolindiamine). The solvent is O1CCCC1 (tetrahydrofuran), N1=CC=CC=C1 (pyridine). Run at time 30 minute. Yields the product BrC=1C=C(C=CC1)NC1=NC=NC2=CC=C(C=C12)NC(C#CC(N)(C)CC=C)=O (allyl-methyl-amino-but-2-ynoic acid [4-(3-bromo-phenylamino)-quinazolin-6-yl]-amide). Isolated yield 35.0%. As a reaction SMILES: ClC(OCC(C)C)=O.CN1CCOCC1.[CH2:16]([C:19]([CH3:26])([NH2:25])[C:20]#[C:21][C:22]([OH:24])=O)[CH:17]=[CH2:18].[Br:27][C:28]1[CH:29]=[C:30]([NH:34][C:35]2[C:44]3[C:39](=[CH:40][CH:41]=[C:42]([NH2:45])[CH:43]=3)[N:38]=[CH:37][N:36]=2)[CH:31]=[CH:32][CH:33]=1>O1CCCC1.N1C=CC=CC=1>[Br:27][C:28]1[CH:29]=[C:30]([NH:34][C:35]2[C:44]3[C:39](=[CH:40][CH:41]=[C:42]([NH:45][C:22](=[O:24])[C:21]#[C:20][C:19]([CH2:16][CH:17]=[CH2:18])([CH3:26])[NH2:25])[CH:43]=3)[N:38]=[CH:37][N:36]=2)[CH:31]=[CH:32][CH:33]=1. Procedure details: Isobutyl chloroformate (0.845 g, 6.2 mmol) and N-methylmorpholine (1.0 g, 9.9 mmol) were added to an ice cold solution of 1.53 g (10.0 mmol) of allyl-methyl-amino-but-2-ynoic acid in 100 mL of tetrahydrofuran under nitrogen. After stirring for 30 min, a solution of 1.500 g of N-(3-bromophenyl)-4,6-quinazolindiamine in 15 mL of pyridine was added and the mixture was stirred for 2 hr at 0° C. The reaction was then quenched with ice water, then it was poured into saturated sodium bicarbonate, and t... Starting materials: O.COC1=C(C=CC=C1)C(=O)C=O (2-methoxyphenylglyoxal hydrate), CS(=O)C (dimethylsulfoxide), CS(=O)C (dimethylsulfoxide), CC(CC1=CC(=C(C=C1)OC)OC)N (α-methyl-3,4-dimethoxyphenethylamine). Run at time 30 minute. Product: CC(CC1=CC(=C(C=C1)OC)OC)N=C(C(=O)C1=CC=CC=C1)OC (α-(α-methyl-3,4-dimethoxyphenethylimino)-2-methoxyacetophenone). Reaction SMILES: O.CO[C:4]1[CH:9]=[CH:8][CH:7]=[CH:6][C:5]=1[C:10]([CH:12]=[O:13])=[O:11].[CH3:14][CH:15]([NH2:27])[CH2:16][C:17]1[CH:22]=[CH:21][C:20]([O:23][CH3:24])=[C:19]([O:25][CH3:26])[CH:18]=1.[CH3:28]S(C)=O>>[CH3:14][CH:15]([N:27]=[C:12]([O:13][CH3:28])[C:10]([C:5]1[CH:4]=[CH:9][CH:8]=[CH:7][CH:6]=1)=[O:11])[CH2:16][C:17]1[CH:22]=[CH:21][C:20]([O:23][CH3:24])=[C:19]([O:25][CH3:26])[CH:18]=1 |f:0.1|. Procedure: 4.9 g of 2-methoxyphenylglyoxal hydrate (crude oil) are dissolved in 15 ml of dimethylsulfoxide, and 5.25 g of α-methyl-3,4-dimethoxyphenethylamine are added thereto. The mixture is stirred at room temperature for 30 minutes, whereby a solution of α-(α-methyl-3,4-dimethoxyphenethylimino)-2-methoxyacetophenone in dimethylsulfoxide is obtained.